Dataset: the Open Reaction Database (ORD), a public repository of structured organic reaction records. Task: describe an organic reaction: reactants, conditions, products, and yield Reactants: CC(=O)OCC(=O)N(C)c1ccc(Cl)c(COc2cccn3c(Br)c(C)nc23)c1Cl, O=C([O-])[O-], CO, [K+], [K+], C1CCOC1. Yields the product Cc1nc2c(OCc3c(Cl)ccc(N(C)C(=O)CO)c3Cl)cccn2c1Br. As a reaction SMILES: [Br:1][c:2]1[c:3]([CH3:30])[n:4][c:5]2[n:6]1[cH:7][cH:8][cH:9][c:10]2[O:11][CH2:12][c:13]1[c:14]([Cl:29])[c:15]([N:20]([CH3:21])[C:22]([CH2:23][O:24][C:25](=[O:26])[CH3:27])=[O:28])[cH:16][cH:17][c:18]1[Cl:19].[C:31](=[O:32])([O-:33])[O-:34].[CH3:37][OH:38].[K+:35].[K+:36].[O:39]1[CH2:40][CH2:41][CH2:42][CH2:43]1>>[Br:1][c:2]1[c:3]([CH3:30])[n:4][c:5]2[n:6]1[cH:7][cH:8][cH:9][c:10]2[O:11][CH2:12][c:13]1[c:14]([Cl:29])[c:15]([N:20]([CH3:21])[C:22]([CH2:23][OH:24])=[O:28])[cH:16][cH:17][c:18]1[Cl:19]. Starting materials: O=C1SC2=C(N1)C=CC(=C2)NC(C(=O)O)=O (N-(2-oxo-2,3-dihydro-benzothiazol-6-yl)-oxalamic acid), CC1=CC=C(CC2CCNCC2)C=C1 (4-(4-methyl-benzyl)-piperidine). Run in C(C)OCC (diethylether). Product: CC1=CC=C(CC2CCN(CC2)C(C(=O)NC2=CC3=C(NC(S3)=O)C=C2)=O)C=C1 (2-[4-(4-Methyl-benzyl)-piperidin-1-yl]-2-oxo-N-(2-oxo-2,3-dihydro-benzothiazol-6-yl)-acetamide). As a reaction SMILES: [O:1]=[C:2]1[NH:6][C:5]2[CH:7]=[CH:8][C:9]([NH:11][C:12](=[O:16])[C:13]([OH:15])=O)=[CH:10][C:4]=2[S:3]1.[CH3:17][C:18]1[CH:30]=[CH:29][C:21]([CH2:22][CH:23]2[CH2:28][CH2:27][NH:26][CH2:25][CH2:24]2)=[CH:20][CH:19]=1>C(OCC)C>[CH3:17][C:18]1[CH:19]=[CH:20][C:21]([CH2:22][CH:23]2[CH2:28][CH2:27][N:26]([C:13](=[O:15])[C:12]([NH:11][C:9]3[CH:8]=[CH:7][C:5]4[NH:6][C:2](=[O:1])[S:3][C:4]=4[CH:10]=3)=[O:16])[CH2:25][CH2:24]2)=[CH:29][CH:30]=1. Procedure: The title compound is prepared from N-(2-oxo-2,3-dihydro-benzothiazol-6-yl)-oxalamic acid (Example 61b) and 4-(4-methyl-benzyl)-piperidine according to the method described in Example 1c. Melting Point: 221-222° C. (diethylether) Reactants: S1C(=CC=C1)CCO (2-thiopheneethanol), C=O (paraformaldehyde), [Br-].[Mg+2].[Br-] (magnesium bromide). Run in C(C)#N (acetonitrile). Run at time 5 minute. The product is S1C=CC=2COCCC21 (6,7-dihydro-4H-thieno[3,2-c]pyrane). Yield: 43.0%. As a reaction SMILES: [S:1]1[CH:5]=[CH:4][CH:3]=[C:2]1[CH2:6][CH2:7][OH:8].[CH2:9]=O.[Br-].[Mg+2].[Br-]>C(#N)C>[S:1]1[C:2]2[CH2:6][CH2:7][O:8][CH2:9][C:3]=2[CH:4]=[CH:5]1 |f:2.3.4|. Procedure details: 10.0 g of 2-thiopheneethanol, 5.9 g of paraformaldehyde, and 28.7 g of magnesium bromide were added to 780 mL of acetonitrile, and the resulting mixture was refluxed for 24 hours. The reaction product solution was cooled to room temperature and concentrated by evaporation under reduced pressure. To the residue, 100 mL of water and 150 mL of n-hexane were added, and the resulting mixture was stirred for 5 minutes. The organic layer was separated and dried over anhydrous magnesium sulfate, and the... Starting materials: COC(=O)C=1C(=C2C=C(C(N(C2=CN1)CC1=CC=CC=C1)=O)C1=CC=C(C=C1)C(F)(F)F)O (1-benzyl-5-hydroxy-2-oxo-3-(4-trifluoromethyl-phenyl)-1,2-dihydro-[1,7]naphthyridine-6-carboxylic acid methyl ester), NCCC(=O)O (β-alanine), C[O-].[Na+] (NaOMe). Run in C(=O)(O)[O-].[Na+] (NaHCO3). The product is C(C1=CC=CC=C1)N1C(=C(C2=CC(C(NC2=C1)=O)C1=CC=C(C=C1)C(F)(F)F)O)C(=O)NCCC(=O)O (3-{[7-Benzyl-5-hydroxy-2-oxo-3-(4-trifluoromethyl-phenyl)-1,2-dihydro-[1,7]naphthyridine-6-carbonyl]-amino}-propionic acid). Isolated yield 88.5%. As a reaction SMILES: CO[C:3]([C:5]1[C:6]([OH:33])=[C:7]2[C:12](=[CH:13][N:14]=1)[N:11](CC1C=CC=CC=1)[C:10](=[O:22])[C:9]([C:23]1[CH:28]=[CH:27][C:26]([C:29]([F:32])([F:31])[F:30])=[CH:25][CH:24]=1)=[CH:8]2)=[O:4].[NH2:34][CH2:35][CH2:36][C:37]([OH:39])=[O:38].C[O-].[Na+]>C([O-])(O)=O.[Na+]>[CH2:9]([N:14]1[CH:13]=[C:12]2[C:7](=[CH:8][CH:9]([C:23]3[CH:28]=[CH:27][C:26]([C:29]([F:32])([F:30])[F:31])=[CH:25][CH:24]=3)[C:10](=[O:22])[NH:11]2)[C:6]([OH:33])=[C:5]1[C:3]([NH:34][CH2:35][CH2:36][C:37]([OH:39])=[O:38])=[O:4])[C:23]1[CH:28]=[CH:27][CH:26]=[CH:25][CH:24]=1 |f:2.3,4.5|. Reported procedure: A mixture of 1-benzyl-5-hydroxy-2-oxo-3-(4-trifluoromethyl-phenyl)-1,2-dihydro-[1,7]naphthyridine-6-carboxylic acid methyl ester (30 mg, 0.066 mmol), β-alanine (589 mg, 6.6 mmol) and NaOMe solution (10.6 mL, 5.3 mmol, 0.5 M in MeOH) was refluxed for 16 h. After the mixture was cooled to r.t., the solvent was evaporated in vacuo. The residue was partitioned between EtOAc and water. 1 M HCl was added with vigorous stirring until pH was about 2. The aqueous layer was extracted with additional EtOAc... Reactants: C(C)OCC (diethyl ether), C[Si](C1=CC=C(C=C1)F)(C)COC1=CC=C(C=C1)C(C(C)=O)=NO (1-(4-[{dimethyl-(4-fluorophenyl)-silyl}methoxy]phenyl)-propane-1,2-dione-1-oxime), C(C)Br (ethyl bromide), C([O-])([O-])=O.[K+].[K+] (potassium carbonate). Solvent: CN(C=O)C (dimethylformamide). Yields the product C(C)ON=C(C(C)=O)C1=CC=C(C=C1)OC[Si](C1=CC=C(C=C1)F)(C)C (1-(4-[{Dimethyl-(4-fluorophenyl)silyl}methoxy]phenyl)propane-1,2-dione-1-ethyloxime). Reaction SMILES: [CH3:1][Si:2]([CH2:11][O:12][C:13]1[CH:18]=[CH:17][C:16]([C:19](=[N:23][OH:24])[C:20](=[O:22])[CH3:21])=[CH:15][CH:14]=1)([CH3:10])[C:3]1[CH:8]=[CH:7][C:6]([F:9])=[CH:5][CH:4]=1.[CH2:25](Br)[CH3:26].C(=O)([O-])[O-].[K+].[K+].C(OCC)C>CN(C)C=O>[CH2:25]([O:24][N:23]=[C:19]([C:16]1[CH:17]=[CH:18][C:13]([O:12][CH2:11][Si:2]([CH3:10])([CH3:1])[C:3]2[CH:8]=[CH:7][C:6]([F:9])=[CH:5][CH:4]=2)=[CH:14][CH:15]=1)[C:20](=[O:22])[CH3:21])[CH3:26] |f:2.3.4|. Procedure: 13.8 g of 1-(4-[{dimethyl-(4-fluorophenyl)-silyl}methoxy]phenyl)-propane-1,2-dione-1-oxime, 4 ml of ethyl bromide and 9 g of potassium carbonate are stirred in 150 ml of dimethylformamide for 2 hours at room temperature. 200 ml of diethyl ether are added to the reaction mixture, which is then washed with water and saturated sodium chloride solution; the organic phase is dried and the solvent is evaporated off to yield the title product in the form of an oil. The reactants are CO.C(Cl)(Cl)Cl (methanol chloroform), NCCCCN (1,4-diaminobutane), N(C(=N)N)C=1SC=C(N1)C1CC(CCC1)NC1=C(C(C1=O)=O)OC (1-[3-(2-guanidinothiazol-4-yl)-cyclohexylamino]-2-methoxycyclobutene-3,4-dione). The solvent is CO (methanol). Product: N(C(=N)N)C=1SC=C(N1)C1CC(CCC1)NC1=C(C(C1=O)=O)NCCCCNC1=C(C(C1=O)=O)NC1CC(CCC1)C=1N=C(SC1)NC(=N)N (1,4-bis{1-[3-(2-guanidinothiazol-4-yl)cyclohexylamino]-3,4-dioxocyclobutenylamino}butane). Reaction SMILES: [NH:1]([C:5]1[S:6][CH:7]=[C:8]([CH:10]2[CH2:15][CH2:14][CH2:13][CH:12]([NH:16][C:17]3[C:20](=[O:21])[C:19](=[O:22])[C:18]=3OC)[CH2:11]2)[N:9]=1)[C:2]([NH2:4])=[NH:3].[CH3:25][OH:26].C(Cl)(Cl)Cl.[NH2:31][CH2:32][CH2:33][CH2:34][CH2:35][NH2:36]>CO>[NH:1]([C:5]1[S:6][CH:7]=[C:32]([CH:33]2[CH2:13][CH2:14][CH2:15][CH:35]([NH:36][C:18]3[C:25](=[O:26])[C:20](=[O:21])[C:17]=3[NH:16][CH2:12][CH2:11][CH2:10][CH2:8][NH:9][C:18]3[C:19](=[O:22])[C:20](=[O:21])[C:17]=3[NH:16][CH:12]3[CH2:13][CH2:14][CH2:15][CH:10]([C:8]4[N:9]=[C:5]([NH:1][C:2]([NH2:4])=[NH:3])[S:6][CH:7]=4)[CH2:11]3)[CH2:34]2)[N:31]=1)[C:2]([NH2:4])=[NH:3] |f:1.2|. Procedure: To a solution of 1-[3-(2-guanidinothiazol-4-yl)-cyclohexylamino]-2-methoxycyclobutene-3,4-dione (0.35 g.) in 60 ml. of methanol/chloroform (50:50 v/v) was added 1,4-diaminobutane (0.044 g.) in methanol (1 ml.). The solution was heated under reflux for 16 hours during which time a precipitate formed. The reaction mixture was cooled and the solid precipitate collected and washed with methanol (1 ml.) and ether (2 ml.) to give, as an off-white powder, 1,4-bis{1-[3-(2-guanidinothiazol-4-yl)cyclohexy... Procedure details: The title compound, MS: m/e=323.0 (M+H+) was prepared in accordance with the general method of example 1b from ethyl (2-bromo-4,5-dichloroimidazole-1-yl)acetate and ethynylbenzene. Product: C(C)OC(CN1C(=NC(=C1Cl)Cl)C#CC1=CC=CC=C1)=O ((4,5-Dichloro-2-phenylethynyl-imidazol-1-yl)-acetic acid ethyl ester). The reactants are BrC=1N(C(=C(N1)Cl)Cl)CC(=O)OCC (ethyl (2-bromo-4,5-dichloroimidazole-1-yl)acetate), C(#C)C1=CC=CC=C1 (ethynylbenzene). Reaction SMILES: Br[C:2]1[N:3]([CH2:9][C:10]([O:12][CH2:13][CH3:14])=[O:11])[C:4]([Cl:8])=[C:5]([Cl:7])[N:6]=1.[C:15]([C:17]1[CH:22]=[CH:21][CH:20]=[CH:19][CH:18]=1)#[CH:16]>>[CH2:13]([O:12][C:10](=[O:11])[CH2:9][N:3]1[C:4]([Cl:8])=[C:5]([Cl:7])[N:6]=[C:2]1[C:16]#[C:15][C:17]1[CH:22]=[CH:21][CH:20]=[CH:19][CH:18]=1)[CH3:14]. Starting materials: NC(C=1SC=CC1)=NC1=CC(=C(C=C1)N1CCN(CC1)C(=O)NCCCCC1SSCC1)C (4-(4-{[-amino(2-thienyl)methylidene]amino}-2-methylphenyl)-N-[4-(1,2-dithiolan-3-yl)butyl]-1-piperazinecarboxamide), ClC=1C=CC(=C(C1)OC)[N+](=O)[O-] (5-chloro-2-nitroanisole). Product: NC(C=1SC=CC1)=NC1=C(C=C(C=C1)N1CCN(CC1)C(=O)NCCCCC1SSCC1)OC (4-(4-{[amino(2-thienyl)methylidene]amino}-3-methoxyphenyl)-N-[4-(1,2-dithiolan-3-yl)butyl]-1-piperazinecarboxamide). Isolated yield 4.0%. As a reaction SMILES: [NH2:1][C:2](=[N:8][C:9]1[CH:14]=[CH:13][C:12]([N:15]2[CH2:20][CH2:19][N:18]([C:21]([NH:23][CH2:24][CH2:25][CH2:26][CH2:27][CH:28]3[CH2:32][CH2:31][S:30][S:29]3)=[O:22])[CH2:17][CH2:16]2)=[C:11](C)[CH:10]=1)[C:3]1[S:4][CH:5]=[CH:6][CH:7]=1.ClC1C=CC([N+]([O-])=O)=[C:39]([O:41]C)C=1>>[NH2:1][C:2](=[N:8][C:9]1[CH:10]=[CH:11][C:12]([N:15]2[CH2:16][CH2:17][N:18]([C:21]([NH:23][CH2:24][CH2:25][CH2:26][CH2:27][CH:28]3[CH2:32][CH2:31][S:30][S:29]3)=[O:22])[CH2:19][CH2:20]2)=[CH:13][C:14]=1[O:41][CH3:39])[C:3]1[S:4][CH:5]=[CH:6][CH:7]=1. Procedure details: The experimental protocol used is the same as that described for the compound of Example 6, 5-chloro-2-nitroanisole replacing 2-fluoro-5-nitrotoluene. A pale yellow foam is obtained (yield 4%).